From a dataset of the Open Reaction Database (ORD), a public repository of structured organic reaction records. describe an organic reaction: reactants, conditions, products, and yield Starting materials: BrCC=1N=C(OC1)CC(CC(=O)OCC)C1=CC=CC=C1 (ethyl (±)-4-(4-bromomethyl-1,3-oxazol-2-yl)-3-phenylbutanoate), C1=CC=C(C=C1)P(C2=CC=CC=C2)C3=CC=CC=C3 (PPh3). Run in CC#N (CH3CN). Reaction conditions: time 3 hour. Yields the product [Br-].C(C)OC(=O)CC(CC=1OC=C(N1)C[P+](C1=CC=CC=C1)(C1=CC=CC=C1)C1=CC=CC=C1)C1=CC=CC=C1 ([2-(3-ethoxycarbonyl-2-phenylpropyl)-1,3-oxazol-4-yl]methyltriphenylphosphonium bromide). Yield: 95.1%. RXN SMILES: [Br:1][CH2:2][C:3]1[N:4]=[C:5]([CH2:8][CH:9]([C:16]2[CH:21]=[CH:20][CH:19]=[CH:18][CH:17]=2)[CH2:10][C:11]([O:13][CH2:14][CH3:15])=[O:12])[O:6][CH:7]=1.[CH:22]1[CH:27]=[CH:26][C:25]([P:28]([C:35]2[CH:40]=[CH:39][CH:38]=[CH:37][CH:36]=2)[C:29]2[CH:34]=[CH:33][CH:32]=[CH:31][CH:30]=2)=[CH:24][CH:23]=1>CC#N>[Br-:1].[CH2:14]([O:13][C:11]([CH2:10][CH:9]([C:16]1[CH:21]=[CH:20][CH:19]=[CH:18][CH:17]=1)[CH2:8][C:5]1[O:6][CH:7]=[C:3]([CH2:2][P+:28]([C:29]2[CH:30]=[CH:31][CH:32]=[CH:33][CH:34]=2)([C:35]2[CH:40]=[CH:39][CH:38]=[CH:37][CH:36]=2)[C:25]2[CH:24]=[CH:23][CH:22]=[CH:27][CH:26]=2)[N:4]=1)=[O:12])[CH3:15] |f:3.4|. Procedure details: A solution of ethyl (±)-4-(4-bromomethyl-1,3-oxazol-2-yl)-3-phenylbutanoate (1.0 g, 2.84 mmole) and PPh3 (745 mg, 2.84 mmole) in dry CH3CN (10 mL) was heated at reflux under N2. After 3 hr, the mixture was cooled to RT and concentrated under reduced pressure. The residue was triturated with Et2O (10 mL) to give the title compound (1.66 g, 95%) as a white powder: MS (ES) m/e 535 (M+H)+.